The task is: describe an organic reaction: reactants, conditions, products, and yield. This data is from the Open Reaction Database (ORD), a public repository of structured organic reaction records. Reactants: [F-].[K+] (potassium fluoride), FC(C(C(=O)F)(F)F)(C(F)(F)F)F (heptafluorobutyroyl fluoride), S(=O)(=O)(OC(C(=C(F)F)F)(F)F)F (Perfluoroallyl fluorosulfate), S(F)(F)(F)F (sulfur tetrafluoride). Solvent: COCCOCCOC (diglyme). Reaction conditions: temperature 5 celsius, time 30 minute. Yields the product FC(=C(C(OC(C(C(C(F)(F)F)(F)F)(F)F)(F)F)(F)F)F)F (perfluoro-3-(butoxy)propene). Yield: 64.0%. RXN SMILES: [F-:1].[K+].[F:3][C:4]([F:15])([C:11]([F:14])([F:13])[F:12])[C:5]([F:10])([F:9])[C:6]([F:8])=[O:7].S(F)(F)(F)F.S(F)(O[C:25]([F:32])([F:31])[C:26]([F:30])=[C:27]([F:29])[F:28])(=O)=O>COCCOCCOC>[F:28][C:27]([F:29])=[C:26]([F:30])[C:25]([F:32])([F:31])[O:7][C:6]([F:1])([F:8])[C:5]([F:10])([F:9])[C:4]([F:15])([F:3])[C:11]([F:12])([F:13])[F:14] |f:0.1|. Procedure details: A mixture of dry potassium fluoride (7.50 g, 0.13 mol), diglyme (100 ml) and heptafluorobutyroyl fluoride (prepared from the acid by treatment with sulfur tetrafluoride) (28.1 g, 0.13 mol) was stirred at 5° C. for 30 min. Perfluoroallyl fluorosulfate was added dropwise at 5° C., the mixture was stirred at this temperature for 1 hour, then at 25° C. for 3 hours. The volatile components were transferred by distillation at 40° C. (8 mm Hg), washed with water (100 ml), and distilled from a small amo... As a reaction SMILES: [CH3:1][O:2][C:3]([C:4](=[CH:5][CH2:6][CH2:7][CH3:8])[CH2:9][NH:10][O:11][CH2:12][c:13]1[cH:14][cH:15][cH:16][cH:17][cH:18]1)=[O:19].[CH3:20][OH:21]>>[CH3:1][O:2][C:3]([CH:4]([CH2:5][CH2:6][CH2:7][CH3:8])[CH2:9][NH:10][O:11][CH2:12][c:13]1[cH:14][cH:15][cH:16][cH:17][cH:18]1)=[O:19]. The reactants are CCCC=C(CNOCc1ccccc1)C(=O)OC, CO. Yields the product CCCCC(CNOCc1ccccc1)C(=O)OC.